From a dataset of the Open Reaction Database (ORD), a public repository of structured organic reaction records. describe an organic reaction: reactants, conditions, products, and yield Starting materials: FC=1C=C(C=CC1)C1=NC2=CC=CN=C2C=C1CO ((2-(3-fluorophenyl)-1,5-naphthyridin-3-yl)methanol), [H-].[Na+] (sodium hydride), [H-].[Na+] (NaH), NC1=NC=NC(=C1C#N)Cl (4-amino-6-chloropyrimidine-5-carbonitrile). Run in CN(C)C=O (DMF). Run at time 10 minute. The product is NC1=NC=NC(=C1C#N)OCC=1C(=NC2=CC=CN=C2C1)C1=CC(=CC=C1)F (4-amino-6-((2-(3-fluorophenyl)-1,5-naphthyridin-3-yl)methoxy)-5-pyrimidinecarbonitrile). Reaction SMILES: [F:1][C:2]1[CH:3]=[C:4]([C:8]2[C:17]([CH2:18][OH:19])=[CH:16][C:15]3[C:10](=[CH:11][CH:12]=[CH:13][N:14]=3)[N:9]=2)[CH:5]=[CH:6][CH:7]=1.[H-].[Na+].[NH2:22][C:23]1[C:28]([C:29]#[N:30])=[C:27](Cl)[N:26]=[CH:25][N:24]=1>CN(C=O)C>[NH2:22][C:23]1[C:28]([C:29]#[N:30])=[C:27]([O:19][CH2:18][C:17]2[C:8]([C:4]3[CH:5]=[CH:6][CH:7]=[C:2]([F:1])[CH:3]=3)=[N:9][C:10]3[C:15]([CH:16]=2)=[N:14][CH:13]=[CH:12][CH:11]=3)[N:26]=[CH:25][N:24]=1 |f:1.2|. Procedure details: To a stirred solution of (2-(3-fluorophenyl)-1,5-naphthyridin-3-yl)methanol (65 mg, 0.256 mmol) in DMF (1.5 mL) was added sodium hydride (12.3 mg, 0.31 mmol, 60% suspension in oil) and the reaction was stirred at rt for 10 min. After this time 4-amino-6-chloropyrimidine-5-carbonitrile (39.5 mg, 0.256 mmol) was added and the reaction was stirred at rt for 30 min. After this time an additional portion of NaH (12.3 mg, 0.31 mmol, 60% dispersion in oil) was added and the reaction was heated at 50° C... The reactants are C1COC2(C(CCCC2)=O)O1 (cyclohexanedione monoethylene ketal), C(CCC)[Li] (n-butyllithium), CCOCC (ether), BrC1=NC=CC=C1 (2-bromopyridine), CCOCC (ether). Run in O1CCCC1 (tetrahydrofuran). Conditions: temperature -78 celsius. The product is N1=C(C=CC=C1)C1(CCC2(OCCO2)CC1)O (8-pyridin-2-yl-1,4-dioxaspiro[4.5]decan-8-ol). Isolated yield 48.0%. Reaction SMILES: C([Li])CCC.Br[C:7]1[CH:12]=[CH:11][CH:10]=[CH:9][N:8]=1.[CH2:13]1[O:23][C:16]2([CH2:21][CH2:20][CH2:19][CH2:18][C:17]2=O)[O:15][CH2:14]1.CC[O:26]CC>O1CCCC1>[N:8]1[CH:9]=[CH:10][CH:11]=[CH:12][C:7]=1[C:19]1([OH:26])[CH2:20][CH2:21][C:16]2([O:23][CH2:13][CH2:14][O:15]2)[CH2:17][CH2:18]1. Procedure details: A mixture of n-butyllithium (1.6 M in hexanes, 8.8 ml) and anhydrous ether (20 ml) was stirred at −78° C. under argon and a solution of 2-bromopyridine (1.22 ml) in anhydrous ether (20 ml) added dropwise over 10 minutes. The resulting deep red solution was stirred for 10 minutes and a solution of cyclohexanedione monoethylene ketal (2 g) in tetrahydrofuran (20 ml) then introduced dropwise over 10 minutes. The resulting green suspension was maintained at −78° C. for one hour then warmed to −20° C... Starting materials: C(C)OC(=O)N1N=C2C(=CC(=CC2=C1N)C(F)(F)F)NC(=O)OCC (3-amino-5-trifluoromethyl-7-ethoxycarbonylaminoindazole-2-carboxylic acid ethyl ester). Solvent: C(C)OC(=O)OC(=O)OCC (pyrocarbonic acid diethyl ester). Yields the product NC1=NNC2=C(C=C(C=C12)C(F)(F)F)N (3,7-diamino-5-trifluoromethylindazole). RXN SMILES: C(OC([N:6]1[C:14]([NH2:15])=[C:13]2[C:8]([C:9]([NH:20]C(OCC)=O)=[CH:10][C:11]([C:16]([F:19])([F:18])[F:17])=[CH:12]2)=[N:7]1)=O)C>C(OC(OC(OCC)=O)=O)C>[NH2:15][C:14]1[C:13]2[C:8](=[C:9]([NH2:20])[CH:10]=[C:11]([C:16]([F:18])([F:17])[F:19])[CH:12]=2)[NH:7][N:6]=1. Procedure: Analogously to Example 1, 0.1 mol of 3,7-diamino-5-trifluoromethylindazole in 70 ml of pyrocarbonic acid diethyl ester gives 3-amino-5-trifluoromethyl-7-ethoxycarbonylaminoindazole-2-carboxylic acid ethyl ester (melting point: 229°-230° C; 89% of theory) in 20 minutes at 70° C. Reactants: COCC(C)NC(=O)c1cc(N)cc(-c2ccc(C)cc2)c1, ICI. Product: COCC(C)NC(=O)c1cc(I)cc(-c2ccc(C)cc2)c1. RXN SMILES: [CH3:1][O:2][CH2:3][CH:4]([CH3:5])[NH:6][C:7](=[O:8])[c:9]1[cH:10][c:11](-[c:16]2[cH:17][cH:18][c:19]([CH3:22])[cH:20][cH:21]2)[cH:12][c:13]([NH2:15])[cH:14]1.[I:23][CH2:24][I:25]>>[CH3:1][O:2][CH2:3][CH:4]([CH3:5])[NH:6][C:7](=[O:8])[c:9]1[cH:10][c:11](-[c:16]2[cH:17][cH:18][c:19]([CH3:22])[cH:20][cH:21]2)[cH:12][c:13]([I:23])[cH:14]1. Reactants: Cl.FC(C1CCNCC1)(F)F (4-(trifluoromethyl)piperidine hydrochloride), BrC1=CC(=C(CN2C(=NC3=C2C=C(C=C3)OCC3=NN(C=C3)C)CC(C(=O)O)(CC)CC)C=C1)F (2-((1-(4-bromo-2-fluorobenzyl)-6-((1-methyl-1H-pyrazol-3-yl)methoxy)-1H-benzo[d]imidazol-2-yl)methyl)-2-ethylbutanoic acid), FC(C1CCNCC1)(F)F (4-(trifluoromethyl)piperidine). Product: C(C)C(C(=O)O)(CC)CC1=NC2=C(N1CC1=C(C=C(C=C1)N1CCC(CC1)C(F)(F)F)F)C=C(C=C2)OCC2=NN(C=C2)C (2-ethyl-2-((1-(2-fluoro-4-(4-(trifluoromethyl)piperidin-1-yl)benzyl)-6-((1-methyl-1H-pyrazol-3-yl)methoxy)-1H-benzo[d]imidazol-2-yl)methyl)butanoic acid). RXN SMILES: Cl.[F:2][C:3]([F:11])([F:10])[CH:4]1[CH2:9][CH2:8][NH:7][CH2:6][CH2:5]1.Br[C:13]1[CH:45]=[CH:44][C:16]([CH2:17][N:18]2[C:22]3[CH:23]=[C:24]([O:27][CH2:28][C:29]4[CH:33]=[CH:32][N:31]([CH3:34])[N:30]=4)[CH:25]=[CH:26][C:21]=3[N:20]=[C:19]2[CH2:35][C:36]([CH2:42][CH3:43])([CH2:40][CH3:41])[C:37]([OH:39])=[O:38])=[C:15]([F:46])[CH:14]=1.FC(F)(F)C1CCNCC1>>[CH2:40]([C:36]([CH2:35][C:19]1[N:18]([CH2:17][C:16]2[CH:44]=[CH:45][C:13]([N:7]3[CH2:8][CH2:9][CH:4]([C:3]([F:11])([F:10])[F:2])[CH2:5][CH2:6]3)=[CH:14][C:15]=2[F:46])[C:22]2[CH:23]=[C:24]([O:27][CH2:28][C:29]3[CH:33]=[CH:32][N:31]([CH3:34])[N:30]=3)[CH:25]=[CH:26][C:21]=2[N:20]=1)([CH2:42][CH3:43])[C:37]([OH:39])=[O:38])[CH3:41] |f:0.1|. Reported procedure: The title compound was prepared in a manner analogous to that in Example 152 substituting 4-(trifluoromethyl)piperidine hydrochloride and 2-((1-(4-bromo-2-fluorobenzyl)-6-((1-methyl-1H-pyrazol-3-yl)methoxy)-1H-benzo[d]imidazol-2-yl)methyl)-2-ethylbutanoic acid and 4-(trifluoromethyl)piperidine. MS (ESI): mass calcd. for C32H37F4N5O3, 615.28; m/z found, 615.2 [M+H]+. 1H NMR (400 MHz, CD3OD) δ 7.68 (d, J=9.0, 1H), 7.56 (d, J=2.3, 1H), 7.40 (d, J=2.3, 1H), 7.26 (dd, J=9.0, 2.3, 1H), 7.24-7.18 (m, 1... Reaction SMILES: [Br:1][C:2]1[N:7]=[C:6]([C:8]([OH:10])=O)[CH:5]=[CH:4][CH:3]=1.[CH2:11]([NH2:16])[C:12]([CH3:15])([CH3:14])[CH3:13]>>[CH3:13][C:12]([CH3:15])([CH3:14])[CH2:11][NH:16][C:8]([C:6]1[CH:5]=[CH:4][CH:3]=[C:2]([Br:1])[N:7]=1)=[O:10]. The reactants are BrC1=CC=CC(=N1)C(=O)O (6-bromo-pyridine-2-carboxylic acid), C(C(C)(C)C)N (neopentylamine). Procedure details: Prepared according to the procedure described in Example 33, Step 4, using 6-bromo-pyridine-2-carboxylic acid and neopentylamine. Yields the product CC(CNC(=O)C1=NC(=CC=C1)Br)(C)C (6-Bromo-pyridine-2-carboxylic acid (2,2-dimethyl-propyl)-amide). The reactants are [Cr] (chromium), C1(=CC=CC=C1)C (toluene), O=O (oxygen), O (water). Reaction conditions: time 5 hour. Product: C1(C=CC=C1)[Cr]C1C=CC=C1 (bis(cyclopentadienyl)chromium). As a reaction SMILES: [Cr:1].O=O.O.[C:5]1([CH3:11])[CH:10]=[CH:9][CH:8]=CC=1>>[CH:10]1([Cr:1][CH:5]2[CH:10]=[CH:9][CH:8]=[CH:11]2)[CH:5]=[CH:11][CH:8]=[CH:9]1. Procedure: A solution of bis(cyclopentadienyl)chromium in toluene was prepared, which solution was then added to a predetermined amount of silica (Grace· 532 product), dehydrated under an inert atmosphere at a temperature of 815° C. for 16 h, so that the final chromium content is 1% by weight. The toluene was then removed under reduced pressure. The bis(cyclopentadienyl)chromium was then sublimed under reduced pressure onto the silica support for 5 hours. Return to atmospheric pressure was carried out unde...